This data is from the Open Reaction Database (ORD), a public repository of structured organic reaction records. The task is: describe an organic reaction: reactants, conditions, products, and yield Reactants: O=C(O)C1(c2ccc(F)cc2Cl)CCCCC1, CC(C)C(=O)Nc1cccc(C2CCN(CCCN)CC2)c1. Yields the product CC(C)C(=O)Nc1cccc(C2CCN(CCCNC(=O)C3(c4ccc(F)cc4Cl)CCCCC3)CC2)c1. Reaction SMILES: [Cl:1][c:2]1[c:3]([C:9]2([C:15](=[O:16])[OH:17])[CH2:10][CH2:11][CH2:12][CH2:13][CH2:14]2)[cH:4][cH:5][c:6]([F:8])[cH:7]1.[NH2:18][CH2:19][CH2:20][CH2:21][N:22]1[CH2:23][CH2:24][CH:25]([c:28]2[cH:29][c:30]([NH:34][C:35]([CH:36]([CH3:37])[CH3:38])=[O:39])[cH:31][cH:32][cH:33]2)[CH2:26][CH2:27]1>>[Cl:1][c:2]1[c:3]([C:9]2([C:15](=[O:17])[NH:18][CH2:19][CH2:20][CH2:21][N:22]3[CH2:23][CH2:24][CH:25]([c:28]4[cH:29][c:30]([NH:34][C:35]([CH:36]([CH3:37])[CH3:38])=[O:39])[cH:31][cH:32][cH:33]4)[CH2:26][CH2:27]3)[CH2:10][CH2:11][CH2:12][CH2:13][CH2:14]2)[cH:4][cH:5][c:6]([F:8])[cH:7]1. Reactants: intermediate 16, C(C1=CC=CC=C1)OC1=C(N=C2N(C1=O)CCC(N2C)=O)C(=O)OCC (ethyl 3-benzyloxy-9-methyl-4,8-dioxo-6,7,8,9-tetrahydro-4H-pyrimido[1,2-a]pyrimidine-2-carboxylate), FC(C(=O)O)(F)F (trifluoroacetic acid), intermediate 5. The solvent is C(C)(=O)OCC.CCCCCC (ethyl acetate hexane). Yields the product OC1=C(N=C2N(C1=O)CCC(N2C)=O)C(=O)OCC (Ethyl 3-hydroxy-9-methyl-4,8-dioxo-6,7,8,9-tetrahydro-4H-pyrimido[1,2-a]pyrimidine-2-carboxylate). The yield is 85.2%. As a reaction SMILES: C([O:8][C:9]1[C:14](=[O:15])[N:13]2[CH2:16][CH2:17][C:18](=[O:21])[N:19]([CH3:20])[C:12]2=[N:11][C:10]=1[C:22]([O:24][CH2:25][CH3:26])=[O:23])C1C=CC=CC=1.FC(F)(F)C(O)=O>C(OCC)(=O)C.CCCCCC>[OH:8][C:9]1[C:14](=[O:15])[N:13]2[CH2:16][CH2:17][C:18](=[O:21])[N:19]([CH3:20])[C:12]2=[N:11][C:10]=1[C:22]([O:24][CH2:25][CH3:26])=[O:23] |f:2.3|. Reported procedure: Reaction of intermediate 16, ethyl 3-benzyloxy-9-methyl-4,8-dioxo-6,7,8,9-tetrahydro-4H-pyrimido[1,2-a]pyrimidine-2-carboxylate, (0.413 g, 1.16 mmol) with trifluoroacetic acid (20 ml) as described in the preparation of intermediate 5 gave 0.264 g (85% yield) of the title ester as white crystals, mp 182° C. (ethyl acetate/hexane). 1HNMR 400 MHz (CDCl3) δ (ppm): 1.44 (3H, t, J=7.1 Hz, CH3), 2.80 (2H, t, J=6.8 Hz, CH2), 3.43 (3H, s, NCH3), 4.28 (2H, t, J=6.8 Hz, CH2), 4.46 (2H, q, J=7.1 Hz, OCH2), ... Product: CC=1SC(=CC1)C1(C2=CC=CC=C2C=2C=CC=CC12)O (9-(2-Methylthien-5-yl)-9H-fluoren-9-ol). The reactants are [Cl-].[NH4+] (ammonium chloride), C1=CC=CC=2C3=CC=CC=C3C(C12)=O (9-fluorenone), solution, C(CCC)[Li] (butyllithium), hexanes, CC=1SC=CC1 (2-methylthiophene). RXN SMILES: C([Li])CCC.[CH3:6][C:7]1[S:8][CH:9]=[CH:10][CH:11]=1.[CH:12]1[C:24]2[C:23](=[O:25])[C:22]3[C:17](=[CH:18][CH:19]=[CH:20][CH:21]=3)[C:16]=2[CH:15]=[CH:14][CH:13]=1.[Cl-].[NH4+]>O1CCCC1>[CH3:6][C:7]1[S:8][C:9]([C:23]2([OH:25])[C:22]3[CH:21]=[CH:20][CH:19]=[CH:18][C:17]=3[C:16]3[C:24]2=[CH:12][CH:13]=[CH:14][CH:15]=3)=[CH:10][CH:11]=1 |f:3.4|. Run at temperature 0 celsius. Procedure: A 2.5M solution of butyllithium in hexanes (9.6 mL, 24 mmol), (Aldrich) was added dropwise to a solution of 2-methylthiophene (1.96 g, 20 mmol) in anhydrous tetrahydrofuran (10 mL) with stirring under argon at 0° C. The mixture was stirred at room temperature for 0.5 h and then cooled to 0° C. A solution of 9-fluorenone (3.6 g, 20 mmol), (Aldrich) in anhydrous tetrahydrofuran (5 mL) was added dropwise to the mixture with stirring and cooling at 0° C. The reaction mixture was stirred at room temp... Solvent: O1CCCC1 (tetrahydrofuran), O1CCCC1 (tetrahydrofuran). The reactants are C(=O)([O-])[O-].[K+].[K+] (K2CO3), BrC(C(=O)NC1=C(C(=CC=C1)Br)O)(C)C (2-bromo-N-(3-bromo-2-hydroxy-phenyl)-2-methyl-propionamide), O.C(C)(=O)OCC (water ethyl acetate). Solvent: CN(C)C=O (DMF), CN(C)C=O (DMF). Conditions: temperature 150 celsius. The product is BrC1=CC=CC=2NC(C(OC21)(C)C)=O (8-Bromo-2,2-dimethyl-4H-benzo[1,4]oxazin-3-one). The yield is 84.6%. As a reaction SMILES: Br[C:2]([CH3:15])([CH3:14])[C:3]([NH:5][C:6]1[CH:11]=[CH:10][CH:9]=[C:8]([Br:12])[C:7]=1[OH:13])=[O:4].C([O-])([O-])=O.[K+].[K+].O.C(OCC)(=O)C>CN(C=O)C>[Br:12][C:8]1[C:7]2[O:13][C:2]([CH3:15])([CH3:14])[C:3](=[O:4])[NH:5][C:6]=2[CH:11]=[CH:10][CH:9]=1 |f:1.2.3,4.5|. Reported procedure: The 2-bromo-N-(3-bromo-2-hydroxy-phenyl)-2-methyl-propionamide of step 1 was dissolved in DMF (200 ml), and the DMF solution was added to K2CO3 (6.3 g, 45.58 mmol). The mixture was heated overnight at 150° C., then cooled and poured into a mixture of water/ethyl acetate. The organic fraction was washed with brine. After drying over MgSO4, the organic fraction was concentrated in vacuo and resulting brown residue was purified by flash chromatography to give 8-Bromo-2,2-dimethyl-4H-benzo[1,4]oxazi... Reactants: N1=CC=CC=C1 (pyridine), ClC(=O)OCC(CCCC)CC (2-ethylhexyl chloroformate), NO (hydroxylamine), C(C)(=O)C1=C(C(=C(OCC2=CC=C(C=C2)C(C=2C=C(C#N)C=CC2)OC2OCCCC2)C=C1)CCC)O (3-[[4-(4-acetyl-3-hydroxy-2-propyl-phenoxymethyl)-phenyl]-(tetrahydro-pyran-2-yloxy)-methyl]-benzonitrile). Run in O (water), CO (methanol), C(C)O (ethanol), Cl (hydrochloric acid). Conditions: temperature 0 celsius, time 30 minute. Yields the product C(C)(=O)C1=C(C(=C(OCC2=CC=C(C=C2)C(C=2C=C(C=CC2)C2=NOC(N2)=O)OC2OCCCC2)C=C1)CCC)O (3-{3-[[4-(4-acetyl-3-hydroxy-2-propyl-phenoxymethyl)-phenyl]-(tetrahydro-pyran-2-yloxy)-methyl]-phenyl}-4H-[1,2,4]oxadiazol-5-one). The yield is 2.1%. As a reaction SMILES: NO.[C:3]([C:6]1[CH:35]=[CH:34][C:9]([O:10][CH2:11][C:12]2[CH:17]=[CH:16][C:15]([CH:18]([O:27][CH:28]3[CH2:33][CH2:32][CH2:31][CH2:30][O:29]3)[C:19]3[CH:20]=[C:21]([CH:24]=[CH:25][CH:26]=3)[C:22]#[N:23])=[CH:14][CH:13]=2)=[C:8]([CH2:36][CH2:37][CH3:38])[C:7]=1[OH:39])(=[O:5])[CH3:4].[N:40]1C=CC=CC=1.Cl[C:47]([O:49]CC(CC)CCCC)=[O:48]>C(O)C.Cl.CO.O>[C:3]([C:6]1[CH:35]=[CH:34][C:9]([O:10][CH2:11][C:12]2[CH:17]=[CH:16][C:15]([CH:18]([O:27][CH:28]3[CH2:33][CH2:32][CH2:31][CH2:30][O:29]3)[C:19]3[CH:20]=[C:21]([C:22]4[NH:40][C:47](=[O:48])[O:49][N:23]=4)[CH:24]=[CH:25][CH:26]=3)=[CH:14][CH:13]=2)=[C:8]([CH2:36][CH2:37][CH3:38])[C:7]=1[OH:39])(=[O:5])[CH3:4]. Procedure: Add hydroxylamine (50% solution in water, 0.128 mL, 2.09 mmol) to a solution of 3-[[4-(4-acetyl-3-hydroxy-2-propyl-phenoxymethyl)-phenyl]-(tetrahydro-pyran-2-yloxy)-methyl]-benzonitrile (950 mg, 1.90 mmol) in ethanol (20 mL) and stir. Heat the solution to reflux for 3 hours. Cool the reaction to ambient temperature and concentrate to dryness. Dissolve the resulting residue in tetrahydrofuran (20 mL) and cool to 0° C. Add pyridine (226 mg, 2.85 mmol) and 2-ethylhexyl chloroformate (403 mg, 2.09 m... Reactants: ClC1=C(C=C(C=N1)NCC1=CC=C(C=C1)OC)C(F)(F)F (6-chloro-N-(4-methoxybenzyl)-5-(trifluoromethyl)pyridin-3-amine), BrC=1C=C(C(=NC1)Cl)C(F)F (5-bromo-2-chloro-3-(difluoromethyl)pyridine). Yields the product NC=1C=C(C(=NC1)C#N)C(F)F (5-Amino-3-(difluoromethyl)picolinonitrile). As a reaction SMILES: Cl[C:2]1[N:7]=[CH:6][C:5]([NH:8]CC2C=CC(OC)=CC=2)=[CH:4][C:3]=1[C:18]([F:21])([F:20])F.BrC1C=C(C(F)F)[C:26](Cl)=[N:27]C=1>>[NH2:8][C:5]1[CH:4]=[C:3]([CH:18]([F:20])[F:21])[C:2]([C:26]#[N:27])=[N:7][CH:6]=1. Reported procedure: The title compound was synthesized as described in Intermediate 1 (Steps 3-5) using 5-bromo-2-chloro-3-(difluoromethyl)pyridine as the starting material. 1H NMR (400 MHz, DMSO-d6) δ 8.09 (d, 1H), 7.28-7.01 (m, 2H), 6.80 (s, 2H). LCMS [M+H]+ 170.1.